This data is from the Open Reaction Database (ORD), a public repository of structured organic reaction records. The task is: describe an organic reaction: reactants, conditions, products, and yield The reactants are FC=1C=C(C=CC1)C=1C(=NC=2N(C1)N=C(N2)C)C2=CC=C(C=O)C=C2 (4-[6-(3-Fluorophenyl)-2-methyl-[1,2,4]triazolo[1,5-a]pyrimidin-5-yl]-benzaldehyde), C(=O)(O)[O-].[Na+] (NaHCO3), CC1=NC(=CC=C1)C=1NN=C(N1)C1CCNCC1 (2-Methyl-6-(5-piperidine-4-yl-2H-[1,2,4]triazole-3-yl)-pyridine), [BH-](OC(=O)C)(OC(=O)C)OC(=O)C.[Na+] (NaBH(OAc)3). Solvent: C(C)(=O)O (acetic acid), C(C)N(CC)CC (triethylamine), CN1CCCC1=O (NMP). Reaction conditions: time 2 hour. The product is FC=1C=C(C=CC1)C=1C(=NC=2N(C1)N=C(N2)C)C2=CC=C(C=C2)CN2CCC(CC2)C2=NNC(=N2)C2=NC(=CC=C2)C (6-(3-fluorophenyl)-2-methyl-5-(4-{4-[5-(6-methylpyridine-2-yl)-1H-[1,2,4]triazole-3-yl]-piperidine-1-ylmethyl}-phenyl)-[1,2,4]triazolo[1,5-a]pyrimidine). Reaction SMILES: [CH3:1][C:2]1[CH:7]=[CH:6][CH:5]=[C:4]([C:8]2[NH:9][N:10]=[C:11]([CH:13]3[CH2:18][CH2:17][NH:16][CH2:15][CH2:14]3)[N:12]=2)[N:3]=1.[F:19][C:20]1[CH:21]=[C:22]([C:26]2[C:27]([C:36]3[CH:43]=[CH:42][C:39]([CH:40]=O)=[CH:38][CH:37]=3)=[N:28][C:29]3[N:30]([N:32]=[C:33]([CH3:35])[N:34]=3)[CH:31]=2)[CH:23]=[CH:24][CH:25]=1.[BH-](OC(C)=O)(OC(C)=O)OC(C)=O.[Na+].C([O-])(O)=O.[Na+]>CN1C(=O)CCC1.C(O)(=O)C.C(N(CC)CC)C>[F:19][C:20]1[CH:21]=[C:22]([C:26]2[C:27]([C:36]3[CH:37]=[CH:38][C:39]([CH2:40][N:16]4[CH2:17][CH2:18][CH:13]([C:11]5[N:12]=[C:8]([C:4]6[CH:5]=[CH:6][CH:7]=[C:2]([CH3:1])[N:3]=6)[NH:9][N:10]=5)[CH2:14][CH2:15]4)=[CH:42][CH:43]=3)=[N:28][C:29]3[N:30]([N:32]=[C:33]([CH3:35])[N:34]=3)[CH:31]=2)[CH:23]=[CH:24][CH:25]=1 |f:2.3,4.5|. Procedure: 323 mg (1.02 mmol) 2-Methyl-6-(5-piperidine-4-yl-2H-[1,2,4]triazole-3-yl)-pyridine×2HCl are dissolved in 8.8 mL NMP. After addition of 0.34 mL triethylamine the reaction mixture is stirred for two hours. 340 mg (1.02 mmol) 4-[6-(3-Fluorophenyl)-2-methyl-[1,2,4]triazolo[1,5-a]pyrimidin-5-yl]-benzaldehyde and 0.1 mL acetic acid are added. The reaction mixture is stirred over night at room temperature. 251 mg (1.12 mmol) NaBH(OAc)3, are added in portions and the reaction mixture is stirred at room ... Starting materials: COc1cc(B2OC(C)(C)C(C)(C)O2)ccc1NC(=O)OC(C)(C)C, ClCCl, O=C(O)C(F)(F)F. Yields the product COc1cc(B2OC(C)(C)C(C)(C)O2)ccc1N. Reaction SMILES: [CH3:1][O:2][c:3]1[c:4]([NH:18][C:19](=[O:20])[O:21][C:22]([CH3:23])([CH3:24])[CH3:25])[cH:5][cH:6][c:7]([B:9]2[O:10][C:11]([CH3:16])([CH3:17])[C:12]([CH3:14])([CH3:15])[O:13]2)[cH:8]1.[Cl:33][CH2:34][Cl:35].[OH:26][C:27]([C:28]([F:29])([F:30])[F:31])=[O:32]>>[CH3:1][O:2][c:3]1[c:4]([NH2:18])[cH:5][cH:6][c:7]([B:9]2[O:10][C:11]([CH3:16])([CH3:17])[C:12]([CH3:14])([CH3:15])[O:13]2)[cH:8]1. Starting materials: CC(=O)O, O=C1CCC(=O)N1Cl, CCOC(=O)c1cc(-c2ccc(Cl)cc2)on1. Yields the product CCOC(=O)c1noc(-c2ccc(Cl)cc2)c1Cl. RXN SMILES: [CH3:26][C:27](=[O:28])[OH:29].[Cl:18][N:19]1[C:20](=[O:21])[CH2:22][CH2:23][C:24]1=[O:25].[Cl:1][c:2]1[cH:3][cH:4][c:5](-[c:8]2[cH:9][c:10]([C:13](=[O:14])[O:15][CH2:16][CH3:17])[n:11][o:12]2)[cH:6][cH:7]1>>[Cl:1][c:2]1[cH:3][cH:4][c:5](-[c:8]2[c:9]([Cl:18])[c:10]([C:13](=[O:14])[O:15][CH2:16][CH3:17])[n:11][o:12]2)[cH:6][cH:7]1. The reactants are CCOC(=O)C(C)n1ccc2cc(OCc3ccccc3)ccc21, CCO, [H][H]. The product is CCOC(=O)C(C)n1ccc2cc(O)ccc21. RXN SMILES: [CH2:1]([CH3:2])[O:3][C:4]([CH:5]([CH3:6])[n:7]1[cH:8][cH:9][c:10]2[cH:11][c:12]([O:16][CH2:17][c:18]3[cH:19][cH:20][cH:21][cH:22][cH:23]3)[cH:13][cH:14][c:15]12)=[O:24].[CH3:27][CH2:28][OH:29].[H:25][H:26]>>[CH2:1]([CH3:2])[O:3][C:4]([CH:5]([CH3:6])[n:7]1[cH:8][cH:9][c:10]2[cH:11][c:12]([OH:16])[cH:13][cH:14][c:15]12)=[O:24].